Task: describe an organic reaction: reactants, conditions, products, and yield. Dataset: the Open Reaction Database (ORD), a public repository of structured organic reaction records The product is CCN1CCN(Cc2ccc(NC(=O)c3ccc(-c4c(Cl)c(OC)cc(OC)c4Cl)c4cccnc34)cn2)CC1. The reactants are CCN1CCN(Cc2ccc(N)cn2)CC1, CO, COc1cc(OC)c(Cl)c(-c2ccc(C(=O)O)c3ncccc23)c1Cl, ClCCl. RXN SMILES: [CH2:26]([CH3:27])[N:28]1[CH2:29][CH2:30][N:31]([CH2:34][c:35]2[cH:36][cH:37][c:38]([NH2:41])[cH:39][n:40]2)[CH2:32][CH2:33]1.[CH3:45][OH:46].[Cl:1][c:2]1[c:3](-[c:13]2[c:14]3[cH:15][cH:16][cH:17][n:18][c:19]3[c:20]([C:23](=[O:24])[OH:25])[cH:21][cH:22]2)[c:4]([Cl:12])[c:5]([O:10][CH3:11])[cH:6][c:7]1[O:8][CH3:9].[Cl:42][CH2:43][Cl:44]>>[Cl:1][c:2]1[c:3](-[c:13]2[c:14]3[cH:15][cH:16][cH:17][n:18][c:19]3[c:20]([C:23](=[O:25])[NH:41][c:38]3[cH:37][cH:36][c:35]([CH2:34][N:31]4[CH2:30][CH2:29][N:28]([CH2:26][CH3:27])[CH2:33][CH2:32]4)[n:40][cH:39]3)[cH:21][cH:22]2)[c:4]([Cl:12])[c:5]([O:10][CH3:11])[cH:6][c:7]1[O:8][CH3:9].